From a dataset of the Open Reaction Database (ORD), a public repository of structured organic reaction records. describe an organic reaction: reactants, conditions, products, and yield Starting materials: Cc1c[nH]c(=O)n1C1CC1, FC(F)(F)c1ccccc1CBr. The product is Cc1cn(Cc2ccccc2C(F)(F)F)c(=O)n1C1CC1. RXN SMILES: [CH:1]1([n:4]2[c:5](=[O:10])[nH:6][cH:7][c:8]2[CH3:9])[CH2:2][CH2:3]1.[F:11][C:12]([c:13]1[c:14]([CH2:15][Br:16])[cH:17][cH:18][cH:19][cH:20]1)([F:21])[F:22]>>[CH:1]1([n:4]2[c:5](=[O:10])[n:6]([CH2:15][c:14]3[c:13]([C:12]([F:11])([F:21])[F:22])[cH:20][cH:19][cH:18][cH:17]3)[cH:7][c:8]2[CH3:9])[CH2:2][CH2:3]1. Reactants: CC(C)(C)OC(=O)NC1CCC(C(=O)O)CC1, Cl, O=C1N(c2cc(C(F)(F)F)cc(C(F)(F)F)c2)CCN1C1CNCC1c1ccc(F)cc1. Product: CC(C)(C)OC(=O)NC1CCC(C(=O)N2CC(c3ccc(F)cc3)C(N3CCN(c4cc(C(F)(F)F)cc(C(F)(F)F)c4)C3=O)C2)CC1. As a reaction SMILES: [C:34]([CH3:35])([CH3:36])([CH3:37])[O:38][C:39](=[O:40])[NH:41][CH:42]1[CH2:43][CH2:44][CH:45]([C:48](=[O:49])[OH:50])[CH2:46][CH2:47]1.[ClH:1].[F:2][C:3]([c:4]1[cH:5][c:6]([N:14]2[C:15](=[O:31])[N:16]([CH:19]3[CH2:20][NH:21][CH2:22][CH:23]3[c:24]3[cH:25][cH:26][c:27]([F:30])[cH:28][cH:29]3)[CH2:17][CH2:18]2)[cH:7][c:8]([C:10]([F:11])([F:12])[F:13])[cH:9]1)([F:32])[F:33]>>[F:2][C:3]([c:4]1[cH:5][c:6]([N:14]2[C:15](=[O:31])[N:16]([CH:19]3[CH2:20][N:21]([C:48]([CH:45]4[CH2:44][CH2:43][CH:42]([NH:41][C:39]([O:38][C:34]([CH3:35])([CH3:36])[CH3:37])=[O:40])[CH2:47][CH2:46]4)=[O:49])[CH2:22][CH:23]3[c:24]3[cH:25][cH:26][c:27]([F:30])[cH:28][cH:29]3)[CH2:17][CH2:18]2)[cH:7][c:8]([C:10]([F:11])([F:12])[F:13])[cH:9]1)([F:32])[F:33].